Task: describe an organic reaction: reactants, conditions, products, and yield. Dataset: the Open Reaction Database (ORD), a public repository of structured organic reaction records Starting materials: COCc1csc(NC(=O)OC(C)(C)C)n1, [Li]CCCC, C1CCOC1, CSSC. The product is COCc1nc(NC(=O)OC(C)(C)C)sc1SC. Reaction SMILES: [C:1]([CH3:2])([CH3:3])([CH3:4])[O:5][C:6]([NH:7][c:8]1[s:9][cH:10][c:11]([CH2:13][O:14][CH3:15])[n:12]1)=[O:16].[CH2:17]([Li:18])[CH2:19][CH2:20][CH3:21].[CH2:26]1[O:27][CH2:28][CH2:29][CH2:30]1.[CH3:22][S:23][S:24][CH3:25]>>[C:1]([CH3:2])([CH3:3])([CH3:4])[O:5][C:6]([NH:7][c:8]1[s:9][c:10]([S:23][CH3:22])[c:11]([CH2:13][O:14][CH3:15])[n:12]1)=[O:16]. Starting materials: ClC1=C(C=CC=C1)C1=NCC=2N(C3=C1C=C(S3)I)C(=NN2)C (4-(2-chlorophenyl)-2-iodo-9-methyl-6H-thieno-[3,2-f][1,2,4]triazolo[4,3-a][1,4]diazepine), C(C#C)N1C2=CC=CC=C2C=2CCCCC12 (1,2,3,4-tetrahydro-9(2-propynyl)-9H-carbazole), C(C)O (ethanol). The solvent is C(Cl)Cl (methylene chloride). The product is ClC1=C(C=CC=C1)C1=NCC=2N(C3=C1C=C(S3)C#CCN3C1=CC=CC=C1C=1CCCCC31)C(=NN2)C (4-(2-chlorophenyl)-2-[3-(1,2,3,4-tetrahydro 9H-carbazol-9-yl)-1-propynyl]-9-methyl-6H-thieno-[3,2-f][1,2,4]triazolo[4,3-a][1,4]diazepine). RXN SMILES: [Cl:1][C:2]1[CH:7]=[CH:6][CH:5]=[CH:4][C:3]=1[C:8]1[C:14]2[CH:15]=[C:16](I)[S:17][C:13]=2[N:12]2[C:19]([CH3:22])=[N:20][N:21]=[C:11]2[CH2:10][N:9]=1.[CH2:23]([N:26]1[C:38]2[CH2:37][CH2:36][CH2:35][CH2:34][C:33]=2[C:32]2[C:27]1=[CH:28][CH:29]=[CH:30][CH:31]=2)[C:24]#[CH:25].C(O)C>C(Cl)Cl>[Cl:1][C:2]1[CH:7]=[CH:6][CH:5]=[CH:4][C:3]=1[C:8]1[C:14]2[CH:15]=[C:16]([C:25]#[C:24][CH2:23][N:26]3[C:38]4[CH2:37][CH2:36][CH2:35][CH2:34][C:33]=4[C:32]4[C:27]3=[CH:28][CH:29]=[CH:30][CH:31]=4)[S:17][C:13]=2[N:12]2[C:19]([CH3:22])=[N:20][N:21]=[C:11]2[CH2:10][N:9]=1. Reported procedure: The title compound was obtained by coupling 4-(2-chlorophenyl)-2-iodo-9-methyl-6H-thieno-[3,2-f][1,2,4]triazolo[4,3-a][1,4]diazepine with 1,2,3,4-tetrahydro-9(2-propynyl)-9H-carbazole under the conditions used in Example 37. The product was isolated by chromatography over the 50-fold amount of silica gel using 8 % (v/v) of ethanol in methylene chloride for elution. The residue obtained after evaporation of the combined clean fractions containing product was crystallized from ethanol to give colo... Product: ClC1=C2C=C(N(C2=CC=C1Cl)CC)C(=O)NC1=CC=C(C=C1)C1CCN(CC1)C(CC1(CCCC1)C(=O)O)=O (1-[2-(4-{4-[(4,5-Dichloro-1-ethyl-1H-indole-2-carbonyl)-amino]-phenyl}-piperidin-1-yl)-2-oxo-ethyl]-cyclopentanecarboxylic acid). Procedure details: With a method similar to that used for the preparation of 4-(4-{4-[(4-ethoxy-1-ethyl-1H-indole-2-carbonyl)-amino]-phenyl}-piperidin-1-yl)-2,2-dimethyl-4-oxo-butyric acid, 1-[2-(4-{4-[(4,5-dichloro-1-ethyl-1H-indole-2-carbonyl)-amino]-phenyl}1-piperidin-1-yl)-2-oxo-ethyl]cyclopentanecarboxylic acid was prepared from 4,5-dichloro-1-ethyl-1H-indole-2-carboxylic acid (4-piperidin-4-yl-phenyl)-amide and 2-oxa-spiro[4,4]nonane-1,3-dione. LCMS for C30H33Cl2N3O4 calcd. (m/e) 569, observed 570 (M+H). Reactants: C(C)OC1=C2C=C(N(C2=CC=C1)CC)C(=O)NC1=CC=C(C=C1)C1CCN(CC1)C(CC(C(=O)O)(C)C)=O (4-(4-{4-[(4-ethoxy-1-ethyl-1H-indole-2-carbonyl)-amino]-phenyl}-piperidin-1-yl)-2,2-dimethyl-4-oxo-butyric acid), 1-[2-(4-{4-[(4,5-dichloro-1-ethyl-1H-indole-2-carbonyl)-amino]-phenyl}1-piperidin-1-yl)-2-oxo-ethyl]cyclopentanecarboxylic acid, N1CCC(CC1)C1=CC=C(C=C1)NC(=O)C=1N(C2=CC=C(C(=C2C1)Cl)Cl)CC (4,5-dichloro-1-ethyl-1H-indole-2-carboxylic acid (4-piperidin-4-yl-phenyl)-amide), C1(OC(CC12CCCC2)=O)=O (2-oxa-spiro[4,4]nonane-1,3-dione). As a reaction SMILES: C(OC1C=CC=C2C=1C=C(C(NC1C=CC(C3CCN(C(=O)CC(C)(C)C(O)=O)CC3)=CC=1)=O)N2CC)C.[NH:39]1[CH2:44][CH2:43][CH:42]([C:45]2[CH:50]=[CH:49][C:48]([NH:51][C:52]([C:54]3[N:55]([CH2:65][CH3:66])[C:56]4[C:61]([CH:62]=3)=[C:60]([Cl:63])[C:59]([Cl:64])=[CH:58][CH:57]=4)=[O:53])=[CH:47][CH:46]=2)[CH2:41][CH2:40]1.[C:67]1(=[O:77])[C:71]2([CH2:75][CH2:74][CH2:73][CH2:72]2)[CH2:70][C:69](=[O:76])[O:68]1>>[Cl:63][C:60]1[C:59]([Cl:64])=[CH:58][CH:57]=[C:56]2[C:61]=1[CH:62]=[C:54]([C:52]([NH:51][C:48]1[CH:49]=[CH:50][C:45]([CH:42]3[CH2:41][CH2:40][N:39]([C:69](=[O:76])[CH2:70][C:71]4([C:67]([OH:77])=[O:68])[CH2:75][CH2:74][CH2:73][CH2:72]4)[CH2:44][CH2:43]3)=[CH:46][CH:47]=1)=[O:53])[N:55]2[CH2:65][CH3:66]. The reactants are C(C=C)N1C(C(CCCC1)(C1=CC(=CC=C1)OC)CC)=O (1-allyl-3-ethyl-3-(3-methoxy-phenyl)-azepan-2-one), CO (MeOH), [BH4-].[Na+] (NaBH4). Reaction conditions: temperature -40 celsius, time 1 hour. The product is C(C)C1(C(N(CCCC1)CCO)=O)C1=CC(=CC=C1)OC (3-ethyl-1-(2-hydroxy-ethyl)-3-(3-methoxy-phenyl)-azepan-2-one). Reaction SMILES: [CH2:1]([N:4]1[CH2:10][CH2:9][CH2:8][CH2:7][C:6]([CH2:19][CH3:20])([C:11]2[CH:16]=[CH:15][CH:14]=[C:13]([O:17][CH3:18])[CH:12]=2)[C:5]1=[O:21])[CH:2]=C.[BH4-].[Na+].C[OH:25]>>[CH2:19]([C:6]1([C:11]2[CH:16]=[CH:15][CH:14]=[C:13]([O:17][CH3:18])[CH:12]=2)[CH2:7][CH2:8][CH2:9][CH2:10][N:4]([CH2:1][CH2:2][OH:25])[C:5]1=[O:21])[CH3:20] |f:1.2|. Procedure details: A solution of 1-allyl-3-ethyl-3-(3-methoxy-phenyl)-azepan-2-one (as described in Example 49, Step A) (0.9 g, 3.1 mmol) in MeOH (20 mL) at −78° C. was saturated with 03 for 20 min. The solution was warmed to −40° C. for 10 min then NaBH4 (0.36 g, 9.4 mmol) was added and the reaction mixture was stirred at 25° C. for 1 hr. The MeOH was removed in vacuo, and the residue was partitioned between EtOAc and saturated NaHCO3 solution. The organic layer was washed with brine and dried (MgSO4). Filtration...